This data is from the Open Reaction Database (ORD), a public repository of structured organic reaction records. The task is: describe an organic reaction: reactants, conditions, products, and yield Reactants: CC(C)(C)OC(=O)C1CC(S(=O)(=O)N2CCOCC2)C(c2ccccc2F)N1C(=O)CNC(=O)Nc1cccc(C(=O)OCc2ccccc2)c1, ClCCl, CCO, CO. The product is CC(C)(C)OC(=O)C1CC(S(=O)(=O)N2CCOCC2)C(c2ccccc2F)N1C(=O)CNC(=O)Nc1cccc(C(=O)O)c1. Reaction SMILES: [CH2:1]([c:2]1[cH:3][cH:4][cH:5][cH:6][cH:7]1)[O:8][C:9](=[O:10])[c:11]1[cH:12][c:13]([NH:17][C:18]([NH:19][CH2:20][C:21](=[O:22])[N:23]2[CH:24]([C:44](=[O:45])[O:46][C:47]([CH3:48])([CH3:49])[CH3:50])[CH2:25][CH:26]([S:35](=[O:36])(=[O:37])[N:38]3[CH2:39][CH2:40][O:41][CH2:42][CH2:43]3)[CH:27]2[c:28]2[c:29]([F:34])[cH:30][cH:31][cH:32][cH:33]2)=[O:51])[cH:14][cH:15][cH:16]1.[CH2:57]([Cl:58])[Cl:59].[CH3:52][CH2:53][OH:54].[CH3:55][OH:56]>>[O:8]=[C:9]([OH:10])[c:11]1[cH:12][c:13]([NH:17][C:18]([NH:19][CH2:20][C:21](=[O:22])[N:23]2[CH:24]([C:44](=[O:45])[O:46][C:47]([CH3:48])([CH3:49])[CH3:50])[CH2:25][CH:26]([S:35](=[O:36])(=[O:37])[N:38]3[CH2:39][CH2:40][O:41][CH2:42][CH2:43]3)[CH:27]2[c:28]2[c:29]([F:34])[cH:30][cH:31][cH:32][cH:33]2)=[O:51])[cH:14][cH:15][cH:16]1. The reactants are Nc1ccc(Br)cn1, C1CCOC1, O=C=Nc1cccc(C(F)(F)F)c1. The product is O=C(Nc1cccc(C(F)(F)F)c1)Nc1ccc(Br)cn1. As a reaction SMILES: [Br:1][c:2]1[cH:3][cH:4][c:5]([NH2:8])[n:6][cH:7]1.[CH2:22]1[O:23][CH2:24][CH2:25][CH2:26]1.[F:9][C:10]([c:11]1[cH:12][c:13]([N:17]=[C:18]=[O:19])[cH:14][cH:15][cH:16]1)([F:20])[F:21]>>[Br:1][c:2]1[cH:3][cH:4][c:5]([NH:8][C:18]([NH:17][c:13]2[cH:12][c:11]([C:10]([F:9])([F:20])[F:21])[cH:16][cH:15][cH:14]2)=[O:19])[n:6][cH:7]1. Reactants: NC=1C(=NON1)C1=NOC(N1C1=CC(=C(C=C1)F)Br)=O (3-(4-amino-1,2,5-oxadiazol-3-yl)-4-(3-bromo-4-fluorophenyl)-1,2,4-oxadiazol-5(4H)-one), ClC(=O)OC1=CC=CC=C1 (phenyl chloroformate). Yields the product BrC=1C=C(C=CC1F)N1C(=NOC1=O)C=1C(=NON1)NC(OC1=CC=CC=C1)=O (Phenyl {4-[4-(3-bromo-4-fluorophenyl)-5-oxo-4,5-dihydro-1,2,4-oxadiazol-3-yl]-1,2,5-oxadiazol-3-yl}carbamate). RXN SMILES: [NH2:1][C:2]1[C:3]([C:7]2[N:11]([C:12]3[CH:17]=[CH:16][C:15]([F:18])=[C:14]([Br:19])[CH:13]=3)[C:10](=[O:20])[O:9][N:8]=2)=[N:4][O:5][N:6]=1.Cl[C:22]([O:24][C:25]1[CH:30]=[CH:29][CH:28]=[CH:27][CH:26]=1)=[O:23]>>[Br:19][C:14]1[CH:13]=[C:12]([N:11]2[C:10](=[O:20])[O:9][N:8]=[C:7]2[C:3]2[C:2]([NH:1][C:22](=[O:23])[O:24][C:25]3[CH:30]=[CH:29][CH:28]=[CH:27][CH:26]=3)=[N:6][O:5][N:4]=2)[CH:17]=[CH:16][C:15]=1[F:18]. Reported procedure: This compound was prepared according to the procedure of Example 35 using 3-(4-amino-1,2,5-oxadiazol-3-yl)-4-(3-bromo-4-fluorophenyl)-1,2,4-oxadiazol-5(4H)-one and phenyl chloroformate as the starting materials. LCMS for C17H10BrFN5O5 (M+H)+: m/z=461.9, 463.7. Starting materials: B.C1CCOC1 (BH3THF), CC1=C(N=C(O1)C1=CC=C(C=C1)C(F)(F)F)CC(=O)O ([5-methyl-2-(4-trifluoromethyl-phenyl)-oxazol-4-yl]-acetic acid). Run in C1CCOC1 (THF). Product: CC1=C(N=C(O1)C1=CC=C(C=C1)C(F)(F)F)CCO (2-[5-Methyl-2-(4-trifluoromethyl-phenyl)-oxazol-4-yl]-ethanol). As a reaction SMILES: [CH3:1][C:2]1[O:6][C:5]([C:7]2[CH:12]=[CH:11][C:10]([C:13]([F:16])([F:15])[F:14])=[CH:9][CH:8]=2)=[N:4][C:3]=1[CH2:17][C:18](O)=[O:19].B.C1COCC1>C1COCC1>[CH3:1][C:2]1[O:6][C:5]([C:7]2[CH:8]=[CH:9][C:10]([C:13]([F:16])([F:15])[F:14])=[CH:11][CH:12]=2)=[N:4][C:3]=1[CH2:17][CH2:18][OH:19] |f:1.2|. Procedure details: 7.33 g of the above prepared [5-methyl-2-(4-trifluoromethyl-phenyl)-oxazol-4-yl]-acetic acid (25.7 mmol) was dissolved in 120 ml of abs. THF and treated at 0° C. with 64 ml 1M BH3THF (2.5 eq.). The reaction mixture was then kept over night et ambient temperature. Careful quenching with MeOH and ice, twofold extraction with AcOEt, washing with water and brine, drying over magnesium sulfate, and evaporation of the solvents left a crude product which was refluxed for 30 min. in MeOH to liberate qua... Starting materials: ClC1=NC(=NC(=C1)NC=1NN=C(C1)C)SC1=CC=C(C=C1)NC(=O)C1CC1 (Cyclopropane carboxylic acid{4-[4-chloro-6-(5-methyl-2H-pyrazol-3-ylamino)-pyrimidin-2-ylsulphanyl]-phenyl}amide), CN1CCNCC1 (N-methylpiperazine). Conditions: time 2 hour. The product is CN1CCN(CC1)C1=NC(=NC(=C1)NC=1NN=C(C1)C)SC1=CC=C(C=C1)NC(=O)C1CC1 (Cyclopropane carboxylic acid {4-[4-(4-methyl-piperazin-1-yl)-6-(5-methyl-2H-pyrazol-3-ylamino)-pyrimidin-2-ylsulphanyl]-phenyl}-amide). RXN SMILES: Cl[C:2]1[CH:7]=[C:6]([NH:8][C:9]2[NH:10][N:11]=[C:12]([CH3:14])[CH:13]=2)[N:5]=[C:4]([S:15][C:16]2[CH:21]=[CH:20][C:19]([NH:22][C:23]([CH:25]3[CH2:27][CH2:26]3)=[O:24])=[CH:18][CH:17]=2)[N:3]=1.[CH3:28][N:29]1[CH2:34][CH2:33][NH:32][CH2:31][CH2:30]1>>[CH3:28][N:29]1[CH2:34][CH2:33][N:32]([C:2]2[CH:7]=[C:6]([NH:8][C:9]3[NH:10][N:11]=[C:12]([CH3:14])[CH:13]=3)[N:5]=[C:4]([S:15][C:16]3[CH:21]=[CH:20][C:19]([NH:22][C:23]([CH:25]4[CH2:27][CH2:26]4)=[O:24])=[CH:18][CH:17]=3)[N:3]=2)[CH2:31][CH2:30]1. Reported procedure: Compound D (2.373 g, 5.92 mmol) was treated with N-methylpiperazine (10 ml) and the mixture stirred at 110° for 2 hours. The excess N-methylpiperazine was removed in vacuo then the residue was dissolved in ethyl acetate, washed with aqueous sodium bicarbonate solution, dried over magnesium sulphate, and concentrated. The residue was crystallised from methanol to give colourless crystals of desired product V-1 (1.82 g, 66%), 1H-NMR DMSO-6, δ 0.81 (4H, d), 1.79 (1H, m), 2.01 (3H, s), 2.18 (3H, s),...